Dataset: the Open Reaction Database (ORD), a public repository of structured organic reaction records. Task: describe an organic reaction: reactants, conditions, products, and yield Reactants: N (ammonia), C(C)(C)N1CCN(CC1)C1=NC=C(C=C1)[N+](=O)[O-] (1-isopropyl-4-(5-nitro-pyridin-2-yl)piperazine), CCO (EtOH), O (H2O). Reagents/catalysts: [Fe] (iron). Run in CC(=O)O (AcOH). Run at temperature 90 celsius, time 2 hour. Product: C(C)(C)N1CCN(CC1)C1=CC=C(C=N1)N (6-(4-Isopropyl-piperazin-1-yl)-pyridin-3-ylamine). RXN SMILES: [CH:1]([N:4]1[CH2:9][CH2:8][N:7]([C:10]2[CH:15]=[CH:14][C:13]([N+:16]([O-])=O)=[CH:12][N:11]=2)[CH2:6][CH2:5]1)([CH3:3])[CH3:2].CCO.O.N>[Fe].CC(O)=O>[CH:1]([N:4]1[CH2:5][CH2:6][N:7]([C:10]2[N:11]=[CH:12][C:13]([NH2:16])=[CH:14][CH:15]=2)[CH2:8][CH2:9]1)([CH3:3])[CH3:2]. Procedure: A mixture of iron powder (1.4 g, 25.3 mmol, 4 equiv), 1-isopropyl-4-(5-nitro-pyridin-2-yl)piperazine (1.58 g, 6.32 mmol), EtOH (20 mL), H2O (5 mL), and AcOH (2.5 mL) is stirred for 2 h at 90° C., allowed to cool to RT, basified by addition of aqueous ammonia, filtered through a pad of celite and partially concentrated to remove EtOH. The aqueous residue is saturated with sodium chloride and extracted with EtOAc and DCM. The combined organic phase is washed with brine, dried (Na2SO4), filtered an... Starting materials: CC(=O)O, CO, ClCCl, Clc1cc(Cl)c(C#C[Si](c2ccccc2)(c2ccccc2)c2ccccc2)c(Cl)c1. Yields the product O=C(O)C#Cc1c(Cl)cc(Cl)cc1Cl. As a reaction SMILES: [C:31]([CH3:32])(=[O:33])[OH:34].[CH3:35][OH:36].[Cl:37][CH2:38][Cl:39].[c:1]1([Si:2]([c:3]2[cH:4][cH:5][cH:6][cH:7][cH:19]2)([C:8]#[C:9][c:10]2[c:11]([Cl:18])[cH:12][c:13]([Cl:17])[cH:14][c:15]2[Cl:16])[c:20]2[cH:21][cH:22][cH:23][cH:24][cH:25]2)[cH:26][cH:27][cH:28][cH:29][cH:30]1>>[C:8](#[C:9][c:10]1[c:11]([Cl:18])[cH:12][c:13]([Cl:17])[cH:14][c:15]1[Cl:16])[C:31](=[O:33])[OH:34]. Reactants: ClC1=C(C=C2C=CNC2=C1)B1OCC(CO1)(C)C (6-chloro-5-(5,5-dimethyl-1,3,2-dioxaborinan-2-yl)-1H-indole), N,N-dimethylformiminium chloride, C([O-])([O-])=O.[K+].[K+] (potassium carbonate), BrC1=CC=C(C=C1)CCO (2-(4-bromophenyl)ethanol), O (water). Reagents/catalysts: C1=CC=C(C=C1)P([C-]2C=CC=C2)C3=CC=CC=C3.C1=CC=C(C=C1)P([C-]2C=CC=C2)C3=CC=CC=C3.Cl[Pd]Cl.[Fe+2] ([1,1′-bis(diphenylphosphino)ferrocene]dichloropalladium(II)). Solvent: O1CCOCC1 (1,4-dioxane), CN(C)C=O (DMF). Conditions: time 10 minute. Yields the product ClC1=C(C=C2C(=CNC2=C1)C=O)C1=CC=C(C=C1)CCO (6-chloro-5-[4-(2-hydroxyethyl)phenyl]-1H-indole-3-carbaldehyde). Isolated yield 60.0%. RXN SMILES: [Cl:1][C:2]1[CH:10]=[C:9]2[C:5]([CH:6]=[CH:7][NH:8]2)=[CH:4][C:3]=1B1OCC(C)(C)CO1.[C:19](=O)([O-])[O-:20].[K+].[K+].Br[C:26]1[CH:31]=[CH:30][C:29]([CH2:32][CH2:33][OH:34])=[CH:28][CH:27]=1.O>O1CCOCC1.CN(C=O)C.C1C=CC(P(C2C=CC=CC=2)[C-]2C=CC=C2)=CC=1.C1C=CC(P(C2C=CC=CC=2)[C-]2C=CC=C2)=CC=1.Cl[Pd]Cl.[Fe+2]>[Cl:1][C:2]1[CH:10]=[C:9]2[C:5]([C:6]([CH:19]=[O:20])=[CH:7][NH:8]2)=[CH:4][C:3]=1[C:26]1[CH:31]=[CH:30][C:29]([CH2:32][CH2:33][OH:34])=[CH:28][CH:27]=1 |f:1.2.3,8.9.10.11|. Procedure: A mixture of 6-chloro-5-(5,5-dimethyl-1,3,2-dioxaborinan-2-yl)-1H-indole (260 mg, 1.00 mmol) and N,N-dimethylformiminium chloride (250 mg, 2.00 mmol) in dry 1,4-dioxane (5 mL) and DMF (1 mL) was sealed in a reaction vessel and stirred at room temperature for 10 minutes to give a white slurry. To the slurry was added 2M aqueous potassium carbonate (2.5 mL, 5.0 mmol), 2-(4-bromophenyl)ethanol (200 mg, 1.00 mmol) and [1,1′-bis(diphenylphosphino)ferrocene]dichloropalladium(II) (50 mg). The sealed vi... The reactants are B, CCCCCCCCOc1ccc(-c2ccc(C=O)cc2)cc1, CC(C)O, [Na], O. The product is CCCCCCCCOc1ccc(-c2ccc(CO)cc2)cc1. RXN SMILES: [BH3:24].[CH2:1]([CH2:2][CH2:3][CH2:4][CH2:5][CH2:6][CH2:7][CH3:8])[O:9][c:10]1[cH:11][cH:12][c:13](-[c:16]2[cH:17][cH:18][c:19]([CH:22]=[O:23])[cH:20][cH:21]2)[cH:14][cH:15]1.[CH:27]([OH:28])([CH3:29])[CH3:30].[Na:25].[OH2:26]>>[CH2:1]([CH2:2][CH2:3][CH2:4][CH2:5][CH2:6][CH2:7][CH3:8])[O:9][c:10]1[cH:11][cH:12][c:13](-[c:16]2[cH:17][cH:18][c:19]([CH2:22][OH:23])[cH:20][cH:21]2)[cH:14][cH:15]1. The reactants are Cl.Cl.OC(CCC1C(CNCC1)C(=O)O)C1=C(C=NC2=CC=C(C=C12)OC)F (4-[3-(R,S)-hydroxy-3-(3-fluoro-6-methoxyquinolin-4-yl)propyl)piperidine-3-carboxylate dihydrochloride), [I-].[K+] (potassium iodide), BrCCSC=1SC=CC1 (2-(2-bromoethylthio)thiophene), C([O-])([O-])=O.[K+].[K+] (potassium carbonate). Solvent: C(C)#N (acetonitrile), C(C)N(CC)CC (triethylamine), C(C)#N (acetonitrile), CN(C)C=O (DMF). Reaction conditions: temperature 65 celsius, time 15 hour. Product: OC(CCC1C(CN(CC1)CCSC=1SC=CC1)C(=O)OC)C1=C(C=NC2=CC=C(C=C12)OC)F (methyl (3RS,4RS)-4-[3-(R,S)-hydroxy-3-(3-fluoro-6-methoxyquinolin-4-yl)propyl]-1-[2-(2-thienylthio)ethyl]piperidine-3-carboxylate). RXN SMILES: Cl.Cl.[OH:3][CH:4]([C:16]1[C:25]2[C:20](=[CH:21][CH:22]=[C:23]([O:26][CH3:27])[CH:24]=2)[N:19]=[CH:18][C:17]=1[F:28])[CH2:5][CH2:6][CH:7]1[CH2:12][CH2:11][NH:10][CH2:9][CH:8]1[C:13]([OH:15])=[O:14].Br[CH2:30][CH2:31][S:32][C:33]1[S:34][CH:35]=[CH:36][CH:37]=1.[C:38](=O)([O-])[O-].[K+].[K+].[I-].[K+]>C(#N)C.CN(C=O)C.C(N(CC)CC)C>[OH:3][CH:4]([C:16]1[C:25]2[C:20](=[CH:21][CH:22]=[C:23]([O:26][CH3:27])[CH:24]=2)[N:19]=[CH:18][C:17]=1[F:28])[CH2:5][CH2:6][CH:7]1[CH2:12][CH2:11][N:10]([CH2:30][CH2:31][S:32][C:33]2[S:34][CH:35]=[CH:36][CH:37]=2)[CH2:9][CH:8]1[C:13]([O:15][CH3:38])=[O:14] |f:0.1.2,4.5.6,7.8|. Procedure details: 0.74-cm3 of triethylamine was added to a solution composed of 1.17 g of methyl (3RS, 4RS) 4-[3-(R,S)-hydroxy-3-(3-fluoro-6-methoxyquinolin-4-yl)propyl)piperidine-3-carboxylate dihydrochloride in 20-cm3 of acetonitrile and 10-cm3 of DMF, followed by 638 mg of 2-(2-bromoethylthio)thiophene in 10-cm3 of acetonitrile, 1 g of potassium carbonate and 431 mg of potassium iodide. The mixture was stirred for 15 hours at a temperature in the region of 65° C. under an inert atmosphere. After cooling to abo... Reactants: c1ccc(OCC2CO2)cc1, [Li]CCCC, Cc1cccnc1, CC(C)NC(C)C, C1CCOC1, O. The product is OC(CCc1cccnc1)COc1ccccc1. As a reaction SMILES: [CH2:20]([CH:21]1[CH2:22][O:23]1)[O:24][c:25]1[cH:26][cH:27][cH:28][cH:29][cH:30]1.[CH2:8]([Li:9])[CH2:10][CH2:11][CH3:12].[CH3:13][c:14]1[cH:15][cH:16][cH:17][n:18][cH:19]1.[CH:1]([NH:2][CH:3]([CH3:4])[CH3:5])([CH3:6])[CH3:7].[O:31]1[CH2:32][CH2:33][CH2:34][CH2:35]1.[OH2:36]>>[CH2:13]([c:14]1[cH:15][cH:16][cH:17][n:18][cH:19]1)[CH2:22][CH:21]([CH2:20][O:24][c:25]1[cH:26][cH:27][cH:28][cH:29][cH:30]1)[OH:23]. Reactants: N#Cc1cc(C=O)ccc1F, CCO, Cl, NO, c1ccncc1. Yields the product N#Cc1cc(C=NO)ccc1F. Reaction SMILES: [C:1](#[N:2])[c:3]1[cH:4][c:5]([CH:6]=[O:7])[cH:8][cH:9][c:10]1[F:11].[CH3:15][CH2:16][OH:17].[ClH:12].[OH:13][NH2:14].[cH:18]1[cH:19][cH:20][n:21][cH:22][cH:23]1>>[C:1](#[N:2])[c:3]1[cH:4][c:5]([CH:6]=[N:14][OH:13])[cH:8][cH:9][c:10]1[F:11]. Starting materials: N12C[C@@H](C(CC1)CC2)NC(OC(C2=CC=C(C=C2)Cl)C2=C(C=CC=C2)Cl)=O ((2-chlorophenyl)(4-chlorophenyl)methyl(R)-quinuclidin-3-ylcarbamate), ClCC(=O)C=1SC=CC1 (2-chloro-1-(thiophen-2-yl)ethanone). The solvent is C(C)(=O)OCC (ethyl acetate). Conditions: time 8 hour. Yields the product [Cl-].ClC1=C(C=CC=C1)C(OC(=O)N[C@H]1C[N+]2(CCC1CC2)CC(C=2SC=CC2)=O)C2=CC=C(C=C2)Cl ((3R)-3-(((2-chlorophenyl)(4-chlorophenyl)methoxy)carbonylamino)-1-(2-oxo-2-(thiophen-2-yl)ethyl)-1-azoniabicyclo[2.2.2]octane chloride). The yield is 69.1%. Reaction SMILES: [N:1]12[CH2:8][CH2:7][CH:4]([CH2:5][CH2:6]1)[C@@H:3]([NH:9][C:10](=[O:27])[O:11][CH:12]([C:20]1[CH:25]=[CH:24][CH:23]=[CH:22][C:21]=1[Cl:26])[C:13]1[CH:18]=[CH:17][C:16]([Cl:19])=[CH:15][CH:14]=1)[CH2:2]2.Cl[CH2:29][C:30]([C:32]1[S:33][CH:34]=[CH:35][CH:36]=1)=[O:31]>C(OCC)(=O)C>[Cl-:19].[Cl:26][C:21]1[CH:22]=[CH:23][CH:24]=[CH:25][C:20]=1[CH:12]([C:13]1[CH:14]=[CH:15][C:16]([Cl:19])=[CH:17][CH:18]=1)[O:11][C:10]([NH:9][C@@H:3]1[CH:4]2[CH2:7][CH2:8][N+:1]([CH2:29][C:30](=[O:31])[C:32]3[S:33][CH:34]=[CH:35][CH:36]=3)([CH2:6][CH2:5]2)[CH2:2]1)=[O:27] |f:3.4|. Procedure: To a solution of (2-chlorophenyl)(4-chlorophenyl)methyl(R)-quinuclidin-3-ylcarbamate (95.0 mg, 0.23 mmol) in ethyl acetate (3 ml), 2-chloro-1-(thiophen-2-yl)ethanone (37.6 mg, 0.23 mmol) was added, and the mixture was stirred at room temperature overnight. The solvent was removed under vacuum, and the residue was taken up in diethyl ether and filtered. The product was purified by flash chromatography (DCM/MeOH=95/5) to obtain (3R)-3-(((2-chlorophenyl)(4-chlorophenyl)methoxy)carbonylamino)-1-(2-o... The reactants are Brc1nc(Br)c(Br)[nH]1, [H-], CCI, [Na+], CN(C)C=O. Product: CCn1c(Br)nc(Br)c1Br. Reaction SMILES: [Br:3][c:4]1[nH:5][c:6]([Br:10])[c:7]([Br:9])[n:8]1.[H-:1].[I:11][CH2:12][CH3:13].[Na+:2].[O:14]=[CH:15][N:16]([CH3:17])[CH3:18]>>[Br:3][c:4]1[n:5]([CH2:12][CH3:13])[c:6]([Br:10])[c:7]([Br:9])[n:8]1.